From a dataset of the Open Reaction Database (ORD), a public repository of structured organic reaction records. describe an organic reaction: reactants, conditions, products, and yield The reactants are [N+](=O)(O)[O-] (nitric acid), S(O)(O)(=O)=O (sulfuric acid), C1(=CC=CC=C1)C (toluene). Product: [N+](=O)([O-])C1=C(C=CC=C1)C (nitrotoluene). Reaction SMILES: [N+:1]([O-:4])(O)=[O:2].S(=O)(=O)(O)O.[C:10]1([CH3:16])[CH:15]=[CH:14][CH:13]=[CH:12][CH:11]=1>>[N+:1]([C:11]1[CH:12]=[CH:13][CH:14]=[CH:15][C:10]=1[CH3:16])([O-:4])=[O:2]. Reported procedure: In a process for the manufacture of a nirotoluene compound by reacting toluene with an aqueous acid mixture comprising nitric acid and sulfuric acid under conditions sufficient to effect nitration thereof and form a nitrotoluene compound and a spent aqueous acid fraction and then recovering the nitrotoluene compound from the spent aqueous acid fraction, the improvement for refining the spent aqueous acid fraction which comprises the following steps: